Dataset: the Open Reaction Database (ORD), a public repository of structured organic reaction records. Task: describe an organic reaction: reactants, conditions, products, and yield The reactants are N1=CC(=CC=C1)C=1NC2=CC=C(C=C2C1)C#N (2-pyridin-3-yl-1H-indole-5-carbonitrile), C[Si](C)(C)[N-][Si](C)(C)C.[K+] (KHMDS), C1(=CC=CC=C1)C (toluene), C(#N)C=1C=C(C(=O)Cl)C=CC1 (3-cyanobenzoyl chloride). Solvent: C1CCOC1 (THF). Conditions: time 30 minute. The product is C(#N)C=1C=C(C(=O)N2C(=CC3=CC(=CC=C23)C#N)C=2C=NC=CC2)C=CC1 (1-(3-cyano-benzoyl)-2-pyridin-3-yl-1H-indole-5-carbonitrile). Reaction SMILES: [N:1]1[CH:6]=[CH:5][CH:4]=[C:3]([C:7]2[NH:8][C:9]3[C:14]([CH:15]=2)=[CH:13][C:12]([C:16]#[N:17])=[CH:11][CH:10]=3)[CH:2]=1.C[Si]([N-][Si](C)(C)C)(C)C.[K+].C1(C)C=CC=CC=1.[C:35]([C:37]1[CH:38]=[C:39]([CH:43]=[CH:44][CH:45]=1)[C:40](Cl)=[O:41])#[N:36]>C1COCC1>[C:35]([C:37]1[CH:38]=[C:39]([CH:43]=[CH:44][CH:45]=1)[C:40]([N:8]1[C:9]2[C:14](=[CH:13][C:12]([C:16]#[N:17])=[CH:11][CH:10]=2)[CH:15]=[C:7]1[C:3]1[CH:2]=[N:1][CH:6]=[CH:5][CH:4]=1)=[O:41])#[N:36] |f:1.2|. Procedure: To a solution of 2-pyridin-3-yl-1H-indole-5-carbonitrile (Example 8, 210 mg, 0.96 mmol) in THF (20 mL) at room temperature is added 0.5 M KHMDS in toluene (4.10 mL, 2.05 mmol). After 30 min, 3-cyanobenzoyl chloride (510 mg, 3.08 mmol) is added. The mixture is stirred under N2 overnight. The reaction is quenched with aqueous ammonium chloride and the volatiles are removed in vacuo. The residue is redissolved in dichloromethane and poured into saturated aqueous sodium bicarbonate (100 mL). Extract... Run at temperature -70 celsius, time 30 minute. Solvent: C1CCOC1 (THF), C1CCOC1 (THF). RXN SMILES: [CH2:1]([O:8][C:9]1[CH:10]=[C:11]([CH:16]=[CH:17][CH:18]=1)[CH2:12][N:13]=[N+]=[N-])[C:2]1[CH:7]=[CH:6][CH:5]=[CH:4][CH:3]=1.[H-].[Al+3].[Li+].[H-].[H-].[H-]>C1COCC1>[CH2:1]([O:8][C:9]1[CH:10]=[C:11]([CH:16]=[CH:17][CH:18]=1)[CH2:12][NH2:13])[C:2]1[CH:3]=[CH:4][CH:5]=[CH:6][CH:7]=1 |f:1.2.3.4.5.6|. Reported procedure: 3-Benzyloxybenzyl azide, as described above in Step A, (5.0 g, 20.9 mmol) was dissolved in dry THF (100 mL) and the solution was cooled to −70° C. Lithium aluminum hydride (31.4 mL of a 1.0 M solution in THF, 31.4 mmol) was added dropwise, then the reaction mixture was warmed to 0° C. and stirred for 30 min. The reaction was quenched with EtOAc (1.2 mL), then water (1.2 mL), then 15% NaOH (1.2 mL), and finally water (3.6 mL). The resulting mixture was filtered, concentrated under reduced pressur... Starting materials: [H-].[Al+3].[Li+].[H-].[H-].[H-] (Lithium aluminum hydride), solution, C(C1=CC=CC=C1)OC=1C=C(CN=[N+]=[N-])C=CC1 (3-Benzyloxybenzyl azide). The product is C(C1=CC=CC=C1)OC=1C=C(CN)C=CC1 (3-Benzyloxybenzylamine). The reactants are C[Si]1(N(CC(C1)C)CCC[Si](O[SiH](C)C)(C)C)C (3-(2,2,4-trimethyl-1-aza-2-silacyclopentyl)propyl-1,1,3,3-tetramethyldisiloxane), C(=C)[Si](OC)(OC)OC (vinyltrimethoxysilane). Conditions: temperature 120 celsius. The product is C[Si]1(N(CC(C1)C)CCC[Si](O[Si](C)(C)CC[Si](OC)(OC)OC)(C)C)C (1-(3-(2,2,4-trimethyl-1-aza-2-silacyclopentyl)-propyl)-3-(2-trimethoxysilylethyl)-1,1,3,3-tetramethyldisiloxane). RXN SMILES: [CH3:1][Si:2]1([CH3:18])[CH2:6][CH:5]([CH3:7])[CH2:4][N:3]1[CH2:8][CH2:9][CH2:10][Si:11]([CH3:17])([CH3:16])[O:12][SiH:13]([CH3:15])[CH3:14].[CH:19]([Si:21]([O:26][CH3:27])([O:24][CH3:25])[O:22][CH3:23])=[CH2:20]>>[CH3:18][Si:2]1([CH3:1])[CH2:6][CH:5]([CH3:7])[CH2:4][N:3]1[CH2:8][CH2:9][CH2:10][Si:11]([CH3:16])([CH3:17])[O:12][Si:13]([CH2:20][CH2:19][Si:21]([O:26][CH3:27])([O:24][CH3:25])[O:22][CH3:23])([CH3:14])[CH3:15]. Procedure: A mixture of the 20.67 g (68.1 mmol) of 1-(3-(2,2,4-trimethyl-1-aza-2-silacyclopentyl)propyl-1,1,3,3-tetramethyldisiloxane, 10.6 g (71.5 mmol) of vinyltrimethoxysilane which had been distilled from sodium, and 0.03 g of a chloroplatinic acid-1,3-divinyl-1,1,3,3-tetramethyldisiloxane complex having about 0.7 weight percent platinum was heated for one hour at 120° C. The resulting product was distilled and the distillate was collected at 152° C. and 0.1 mm Hg. The amount of distillate collected wa...